Task: describe an organic reaction: reactants, conditions, products, and yield. Dataset: the Open Reaction Database (ORD), a public repository of structured organic reaction records The reactants are ClCCl, Cl, COc1cc(C=O)cc(O)c1OC, OCc1ccccc1S. The product is COc1cc(C2OCc3ccccc3S2)cc(O)c1OC. RXN SMILES: [Cl:24][CH2:25][Cl:26].[ClH:23].[OH:1][c:2]1[cH:3][c:4]([CH:5]=[O:6])[cH:7][c:8]([O:12][CH3:13])[c:9]1[O:10][CH3:11].[SH:14][c:15]1[c:16]([CH2:21][OH:22])[cH:17][cH:18][cH:19][cH:20]1>>[OH:1][c:2]1[cH:3][c:4]([CH:5]2[O:6][CH2:21][c:16]3[c:15]([cH:20][cH:19][cH:18][cH:17]3)[S:14]2)[cH:7][c:8]([O:12][CH3:13])[c:9]1[O:10][CH3:11]. Starting materials: BrC1=C2CCCN3C2=C(C=C1)N=C3Cl (7-bromo-2-chloro-5,6-dihydro-4H-imidazo[4,5,1-ij]quinoline), CN1CCNCC1 (N-methylpiperazine). Product: BrC1=C2CCCN3C2=C(C=C1)N=C3N3CCN(CC3)C (7-Bromo-5,6-dihydro-2-(4-methyl-1-piperazinyi)-4H-imidazo[4,5,1-ij]quinolin). Yield: 57.0%. Reaction SMILES: [Br:1][C:2]1[CH:11]=[CH:10][C:9]2[N:12]=[C:13](Cl)[N:7]3[C:8]=2[C:3]=1[CH2:4][CH2:5][CH2:6]3.[CH3:15][N:16]1[CH2:21][CH2:20][NH:19][CH2:18][CH2:17]1>>[Br:1][C:2]1[CH:11]=[CH:10][C:9]2[N:12]=[C:13]([N:19]3[CH2:20][CH2:21][N:16]([CH3:15])[CH2:17][CH2:18]3)[N:7]3[C:8]=2[C:3]=1[CH2:4][CH2:5][CH2:6]3. Procedure: A solution of 7-bromo-2-chloro-5,6-dihydro-4H-imidazo[4,5,1-ij]quinoline (3.00 g) in N-methylpiperazine (20 ml) was stirred under reflux, under nitrogen, for two hrs. The reaction mixture was quenched with dilute sodium bicarbonate solution (200 ml) and extracted with chloroform. The combined organic extracts were dried over anhydrous magnesium sulfate, filtered, and the filtrate was concentrated. The residue was purified by high performance liquid chromatography (silica gel; 7:1 dichloromethane... The reactants are C1(=CC=CC=C1)S(=O)(=O)CC(=O)OC (methyl phenylsulfonylacetate), solution, C[O-].[Na+] (sodium methoxide), C1(C=CCC1)=O (cyclopent-2-enone). The solvent is CO (MeOH), [NH4+].[Cl-] (NH4Cl). Conditions: time 15 minute. Yields the product COC(C(C1CC(CC1)=O)S(=O)(=O)C1=CC=CC=C1)=O (benzenesulfonyl-(3-oxo-cyclopentyl)-acetic acid methyl ester). Isolated yield 76.6%. RXN SMILES: [C:1]1([S:7]([CH2:10][C:11]([O:13][CH3:14])=[O:12])(=[O:9])=[O:8])[CH:6]=[CH:5][CH:4]=[CH:3][CH:2]=1.C[O-].[Na+].[C:18]1(=[O:23])[CH2:22][CH2:21][CH:20]=[CH:19]1>CO.[NH4+].[Cl-]>[CH3:14][O:13][C:11](=[O:12])[CH:10]([S:7]([C:1]1[CH:2]=[CH:3][CH:4]=[CH:5][CH:6]=1)(=[O:9])=[O:8])[CH:20]1[CH2:21][CH2:22][C:18](=[O:23])[CH2:19]1 |f:1.2,5.6|. Procedure details: To a stirred solution of 1.26 g (5.9 mmol) of methyl phenylsulfonylacetate in 20 mL of MeOH at 0° C., 0.22 mL (1.17 mmol, 0.2 eq) of a solution of sodium methoxide (5.4 M in MeOH) were added. After 15 min, 0.53 g (6.5 mmol, 1.1 eq) of cyclopent-2-enone were added. The reaction mixture was allowed to reached RT within 4 hours, diluted with saturated aqueous NH4Cl and extracted with EtOAc. The combined organic phases were dried over Na2SO4, filtered and evaporated. Column chromatography on silica ... The reactants are CN1CC2=C(NC3=CC=C4C(=C23)C(=CS4)C4=CC=CC=C4)CC1 (9-methyl-1-phenyl-7,8,9,10-tetrahydrothieno[3,2-e]pyrido[4,3-b]indole), [H-].[Na+] (NaH), C(CC)Br (propyl bromide). Yields the product CN1CC2=C(N(C3=CC=C4C(=C23)C(=CS4)C4=CC=CC=C4)CCC)CC1 (9-Methyl-1-phenyl-6-propyl-7,8,9,10-tetrahydrothieno[3,2-e]pyrido[4,3-b]indole). As a reaction SMILES: [CH3:1][N:2]1[CH2:23][CH2:22][C:5]2[NH:6][C:7]3[C:12]([C:4]=2[CH2:3]1)=[C:11]1[C:13]([C:16]2[CH:21]=[CH:20][CH:19]=[CH:18][CH:17]=2)=[CH:14][S:15][C:10]1=[CH:9][CH:8]=3.[H-].[Na+].[CH2:26](Br)[CH2:27][CH3:28]>>[CH3:1][N:2]1[CH2:23][CH2:22][C:5]2[N:6]([CH2:26][CH2:27][CH3:28])[C:7]3[C:12]([C:4]=2[CH2:3]1)=[C:11]1[C:13]([C:16]2[CH:21]=[CH:20][CH:19]=[CH:18][CH:17]=2)=[CH:14][S:15][C:10]1=[CH:9][CH:8]=3 |f:1.2|. Procedure: The compound is formed analogously to that described in Example 28, from 4.8 g of 9-methyl-1-phenyl-7,8,9,10-tetrahydrothieno[3,2-e]pyrido[4,3-b]indole, NaH and 1.5 ml of propyl bromide. Melting point: 156° C. The reactants are NC=1SC=C(N1)/C(/C(=O)NC1[C@@H]2N(C(=C(CS2)CC2CCOCC2)C(=S)[O-])C1=O)=N/OC.[Na+] (Sodium 7-[(Z)-2-(2-aminothiazol-4-yl)-2-methoxyiminoacetamido]-3-(tetrahydropyran-4-yl)methylthio-3-cephem-4-carboxylate), C(C(C)(C)C)(=O)OCI (iodomethyl pivalate). Product: NC=1SC=C(N1)/C(/C(=O)NC1[C@@H]2N(C(=C(CS2)CC2CCOCC2)C(=S)OCOC(C(C)(C)C)=O)C1=O)=N/OC (Pivaloyloxymethyl 7-[(Z)-2-(2-aminothiazol-4-yl)-2-methoxyiminoacetamido]-3-(tetrahydropyran-4-yl)methylthio-3-cephem-4-carboxylate). The yield is 51.0%. RXN SMILES: [NH2:1][C:2]1[S:3][CH:4]=[C:5](/[C:7](=[N:30]/[O:31][CH3:32])/[C:8]([NH:10][CH:11]2[C:28](=[O:29])[N:13]3[C:14]([C:25]([O-:27])=[S:26])=[C:15]([CH2:18][CH:19]4[CH2:24][CH2:23][O:22][CH2:21][CH2:20]4)[CH2:16][S:17][C@H:12]23)=[O:9])[N:6]=1.[Na+].[C:34]([O:40][CH2:41]I)(=[O:39])[C:35]([CH3:38])([CH3:37])[CH3:36]>>[NH2:1][C:2]1[S:3][CH:4]=[C:5](/[C:7](=[N:30]/[O:31][CH3:32])/[C:8]([NH:10][CH:11]2[C:28](=[O:29])[N:13]3[C:14]([C:25]([O:27][CH2:41][O:40][C:34](=[O:39])[C:35]([CH3:38])([CH3:37])[CH3:36])=[S:26])=[C:15]([CH2:18][CH:19]4[CH2:24][CH2:23][O:22][CH2:21][CH2:20]4)[CH2:16][S:17][C@H:12]23)=[O:9])[N:6]=1 |f:0.1|. Procedure: Sodium 7-[(Z)-2-(2-aminothiazol-4-yl)-2-methoxyiminoacetamido]-3-(tetrahydropyran-4-yl)methylthio-3-cephem-4-carboxylate (200 mg) as prepared in Example 31(b) was reacted with iodomethyl pivalate (181 mg) similarly to Example 28 for the esterification reaction. The resulting reaction solution was post-treated and the produced compound was recovered and purified similarly to Example 28 to give the titled compound (120 mg; 51%). The reactants are CC(C)(C)OC(=O)NC1CCCCC1C(=O)O, C[Si](C)(C)CCO, CN(C)c1ccncc1, ClCCl. Product: CC(C)(C)OC(=O)NC1CCCCC1C(=O)OCC[Si](C)(C)C. As a reaction SMILES: [C:1]([CH3:2])([CH3:3])([CH3:4])[O:5][C:6](=[O:7])[NH:8][CH:9]1[CH:10]([C:15](=[O:16])[OH:17])[CH2:11][CH2:12][CH2:13][CH2:14]1.[CH3:18][Si:19]([CH2:20][CH2:21][OH:22])([CH3:23])[CH3:24].[CH3:25][N:26]([c:27]1[cH:28][cH:29][n:30][cH:31][cH:32]1)[CH3:33].[Cl:34][CH2:35][Cl:36]>>[C:1]([CH3:2])([CH3:3])([CH3:4])[O:5][C:6](=[O:7])[NH:8][CH:9]1[CH:10]([C:15]([O:16][CH2:21][CH2:20][Si:19]([CH3:18])([CH3:23])[CH3:24])=[O:17])[CH2:11][CH2:12][CH2:13][CH2:14]1. The reactants are O=C([O-])CC(=O)OCc1ccccc1, [Mg+], O=C(O)c1ccc(Oc2ccccc2)cn1, C1CCOC1. Yields the product O=C(CC(=O)c1ccc(Oc2ccccc2)cn1)OCc1ccccc1. RXN SMILES: [C:18]([CH2:19][C:20]([O-:21])=[O:22])(=[O:23])[O:24][CH2:25][c:26]1[cH:27][cH:28][cH:29][cH:30][cH:31]1.[Mg+:17].[O:1]([c:2]1[cH:3][cH:4][cH:5][cH:6][cH:7]1)[c:8]1[cH:9][cH:10][c:11]([C:14](=[O:15])[OH:16])[n:12][cH:13]1.[O:32]1[CH2:33][CH2:34][CH2:35][CH2:36]1>>[O:1]([c:2]1[cH:3][cH:4][cH:5][cH:6][cH:7]1)[c:8]1[cH:9][cH:10][c:11]([C:14](=[O:16])[CH2:19][C:18](=[O:23])[O:24][CH2:25][c:26]2[cH:27][cH:28][cH:29][cH:30][cH:31]2)[n:12][cH:13]1.